This data is from the Open Reaction Database (ORD), a public repository of structured organic reaction records. The task is: describe an organic reaction: reactants, conditions, products, and yield Reactants: C([O-])(O)=O.[Na+] (sodium bicarbonate), O(C1=CC=CC=C1)C1=CC=C(C=C1)CN1CCN(CCC1)CC1=CC=C(C(=O)OC)C=C1 (methyl 4-[[hexahydro-4-[(4-phenoxyphenyl)methyl]-1H-1,4-diazepin-1-yl]methyl]benzoate), [Li] (lithium). Run in O1CCCC1 (tetrahydrofuran), O1CCCC1 (tetrahydrofuran). Conditions: time 8 hour. Product: O(C1=CC=CC=C1)C1=CC=C(C=C1)CN1CCN(CCC1)CC1=CC=C(C=C1)CO ([4-[[hexahydro-4-[(4-phenoxyphenyl)methyl]-1H-1,4-diazepin-1-yl]methyl]phenyl]methanol). The yield is 78.7%. RXN SMILES: [O:1]([C:8]1[CH:13]=[CH:12][C:11]([CH2:14][N:15]2[CH2:21][CH2:20][CH2:19][N:18]([CH2:22][C:23]3[CH:32]=[CH:31][C:26]([C:27](OC)=[O:28])=[CH:25][CH:24]=3)[CH2:17][CH2:16]2)=[CH:10][CH:9]=1)[C:2]1[CH:7]=[CH:6][CH:5]=[CH:4][CH:3]=1.[Li].C(=O)(O)[O-].[Na+]>O1CCCC1>[O:1]([C:8]1[CH:9]=[CH:10][C:11]([CH2:14][N:15]2[CH2:21][CH2:20][CH2:19][N:18]([CH2:22][C:23]3[CH:24]=[CH:25][C:26]([CH2:27][OH:28])=[CH:31][CH:32]=3)[CH2:17][CH2:16]2)=[CH:12][CH:13]=1)[C:2]1[CH:7]=[CH:6][CH:5]=[CH:4][CH:3]=1 |f:2.3,^1:32|. Procedure: A solution of methyl 4-[[hexahydro-4-[(4-phenoxyphenyl)methyl]-1H-1,4-diazepin-1-yl]methyl]benzoate (260 mg, 0.60 mmol) in tetrahydrofuran (6 mL) was cautiously added to lithium alanate (45.5 mg, 1.2 mmol) in tetrahydrofuran (12 mL) at 0° C. The reaction was stirred overnight at ambient temperature. The mixture was treated with saturated sodium bicarbonate solution and extracted with ethyl acetate. The organic layer was washed with brine, dried over sodium sulfate, and concentrated under reduced... Starting materials: N#Cc1ccc(S(=O)(=O)Cl)cc1, CN(C)c1ccncc1, Nc1ccc(Cl)cc1C(=O)c1ccccc1Cl, c1ccncc1. Product: N#Cc1ccc(S(=O)(=O)Nc2ccc(Cl)cc2C(=O)c2ccccc2Cl)cc1. Reaction SMILES: [C:18](#[N:19])[c:20]1[cH:21][cH:22][c:23]([S:26](=[O:27])(=[O:28])[Cl:29])[cH:24][cH:25]1.[CH3:36][N:37]([c:38]1[cH:39][cH:40][n:41][cH:42][cH:43]1)[CH3:44].[NH2:1][c:2]1[c:3]([C:4](=[O:5])[c:6]2[c:7]([Cl:12])[cH:8][cH:9][cH:10][cH:11]2)[cH:13][c:14]([Cl:17])[cH:15][cH:16]1.[cH:30]1[cH:31][cH:32][n:33][cH:34][cH:35]1>>[NH:1]([c:2]1[c:3]([C:4](=[O:5])[c:6]2[c:7]([Cl:12])[cH:8][cH:9][cH:10][cH:11]2)[cH:13][c:14]([Cl:17])[cH:15][cH:16]1)[S:26]([c:23]1[cH:22][cH:21][c:20]([C:18]#[N:19])[cH:25][cH:24]1)(=[O:27])=[O:28]. Starting materials: NC1=C(C(=C2C=3N([C@H](CO2)CF)C=C(C(C13)=O)C(=O)OCC)F)F (ethyl (3R)-8-amino-9,10-difluoro-3-fluoromethyl-2,3-dihydro-7-oxo-7H-pyrido[1,2,3-de]-1,4-benzoxazine-6-carboxylate), ice water. The solvent is OS(=O)(=O)O.O.CC(=O)O (H2SO4 H2O AcOH). Yields the product NC1=C(C(=C2C=3N([C@H](CO2)CF)C=C(C(C13)=O)C(=O)O)F)F ((3R)-8-amino-9,10-difluoro-3-fluoromethyl-2,3-dihydro-7-oxo-7H-pyrido[1,2,3-de]-1,4-benzoxazine-6-carboxylic acid). Yield: 95.6%. As a reaction SMILES: [NH2:1][C:2]1[C:16]2[C:15](=[O:17])[C:14]([C:18]([O:20]CC)=[O:19])=[CH:13][N:7]3[C@@H:8]([CH2:11][F:12])[CH2:9][O:10][C:5]([C:6]=23)=[C:4]([F:23])[C:3]=1[F:24]>OS(O)(=O)=O.O.CC(O)=O>[NH2:1][C:2]1[C:16]2[C:15](=[O:17])[C:14]([C:18]([OH:20])=[O:19])=[CH:13][N:7]3[C@@H:8]([CH2:11][F:12])[CH2:9][O:10][C:5]([C:6]=23)=[C:4]([F:23])[C:3]=1[F:24] |f:1.2.3|. Procedure: A suspension of ethyl (3R)-8-amino-9,10-difluoro-3-fluoromethyl-2,3-dihydro-7-oxo-7H-pyrido[1,2,3-de]-1,4-benzoxazine-6-carboxylate (270 mg, 0.789 mmol) in a mixture of H2SO4—H2O—AcOH (1:5:6, 3 mL) was heated under reflux for 1 h. The reaction mixture was poured into ice-water and the resulting precipitates were collected by filtration. The filtered precipitates were washed with water, and dried in vacuo to give (3R)-8-amino-9,10-difluoro-3-fluoromethyl-2,3-dihydro-7-oxo-7H-pyrido[1,2,3-de]-1,4-... The reactants are BrC=1C=C2C(N=C(NC2=CC1)NC)=O (6-bromo-2-methylamino-1H-quinazolin-4-one), P(=O)(Cl)(Cl)Cl (phosphorus oxychloride), CN(C1=CC=CC=C1)C (dimethyl-phenyl-amine), [OH-].[Na+] (NaOH). Yields the product BrC=1C=C2C(=NC(=NC2=CC1)NC)Cl ((6-bromo-4-chloro-quinazolin-2-yl)-methyl-amine). The yield is 46.6%. Reaction SMILES: [Br:1][C:2]1[CH:3]=[C:4]2[C:9](=[CH:10][CH:11]=1)[NH:8][C:7]([NH:12][CH3:13])=[N:6][C:5]2=O.CN(C)C1C=CC=CC=1.[OH-].[Na+].P(Cl)(Cl)([Cl:28])=O>>[Br:1][C:2]1[CH:3]=[C:4]2[C:9](=[CH:10][CH:11]=1)[N:8]=[C:7]([NH:12][CH3:13])[N:6]=[C:5]2[Cl:28] |f:2.3|. Procedure: To a solution of phosphorus oxychloride (50 mL) was added powdered 6-bromo-2-methylamino-1H-quinazolin-4-one (10.0 g, 39.4 mmol) followed by dimethyl-phenyl-amine (8 mL) and the mixture was heated to reflux under N2 atmosphere for half an hour. After cooling down, the mixture was poured onto ice and basified with aqueous NaOH solution (2 M). The precipitate was collected by filtration and purified by column to afford (6-bromo-4-chloro-quinazolin-2-yl)-methyl-amine (5 g, 18.3 mmol, 46.6%) as a ye...